From a dataset of the Open Reaction Database (ORD), a public repository of structured organic reaction records. describe an organic reaction: reactants, conditions, products, and yield Starting materials: ClC=1C2=C(C=NC1NC(=O)N[C@H](C)C1=CC=CC=C1)C(=NN2)C2=CC(=NC=C2)C ((R)-1-(7-chloro-3-(2-methylpyridin-4-yl)-1H-pyrazolo[4,3-c]pyridin-6-yl)-3-(1-phenylethyl)urea), F[B-](F)(F)F.C1(CCCCC1)[PH+](C1CCCCC1)C1CCCCC1 (tricyclohexylphosphonium tetrafluoroborate), C[Zn]C (dimethylzinc), C1(=CC=CC=C1)C (toluene). Reagents/catalysts: C(C)(=O)[O-].[Pd+2].C(C)(=O)[O-] (palladium (II) acetate). Solvent: CN1CCCC1=O (NMP), O1CCOCC1 (Dioxane). Reaction conditions: temperature 100 celsius. Yields the product CC=1C2=C(C=NC1NC(=O)N[C@H](C)C1=CC=CC=C1)C(=NN2)C2=CC(=NC=C2)C ((R)-1-(7-methyl-3-(2-methylpyridin-4-yl)-1H-pyrazolo[4,3-c]pyridin-6-yl)-3-(1-phenylethyl)urea). Yield: 71.4%. RXN SMILES: Cl[C:2]1[C:3]2[NH:22][N:21]=[C:20]([C:23]3[CH:28]=[CH:27][N:26]=[C:25]([CH3:29])[CH:24]=3)[C:4]=2[CH:5]=[N:6][C:7]=1[NH:8][C:9]([NH:11][C@@H:12]([C:14]1[CH:19]=[CH:18][CH:17]=[CH:16][CH:15]=1)[CH3:13])=[O:10].F[B-](F)(F)F.[CH:35]1([PH+](C2CCCCC2)C2CCCCC2)CCCCC1.C[Zn]C.C1(C)C=CC=CC=1>C([O-])(=O)C.[Pd+2].C([O-])(=O)C.CN1C(=O)CCC1.O1CCOCC1>[CH3:35][C:2]1[C:3]2[NH:22][N:21]=[C:20]([C:23]3[CH:28]=[CH:27][N:26]=[C:25]([CH3:29])[CH:24]=3)[C:4]=2[CH:5]=[N:6][C:7]=1[NH:8][C:9]([NH:11][C@@H:12]([C:14]1[CH:19]=[CH:18][CH:17]=[CH:16][CH:15]=1)[CH3:13])=[O:10] |f:1.2,5.6.7|. Procedure details: An oven-dried, nitrogen cooled 5 ml microwave vial was charged with (R)-1-(7-chloro-3-(2-methylpyridin-4-yl)-1H-pyrazolo[4,3-c]pyridin-6-yl)-3-(1-phenylethyl)urea (Example 571, 78.7 mg, 0.193 mmol), palladium (II) acetate (8.5 mg, 0.038 mmol) and tricyclohexylphosphonium tetrafluoroborate (36 mg, 0.098 mmol), sealed under a nitrogen atmosphere and charged with Dioxane (1.0 ml) and NMP (0.25 ml) followed by dropwise addition of dimethylzinc in toluene (1.6 ml, 1.920 mmol). Heated to 100° C. for 1... The reactants are O (Water), C(C)[C@@H]1OC2=C(NC1=O)C=CC(=C2)C(=O)OC ((S)-2-ethyl-7-methoxycarbonyl-3-oxo-3,4-dihydro-2H-1,4-benzoxazine), [H-].[Na+] (sodium hydride), IC(C)C (2-iodopropane). The solvent is C(C)(=O)OCC (ethyl acetate), CN(C=O)C (dimethylformamide). Run at temperature 60 celsius, time 8 hour. The product is C(C)[C@@H]1OC2=C(N(C1=O)C(C)C)C=CC(=C2)C(=O)OC ((S)-2-ethyl-7-methoxycarbonyl-4-(2-propyl)-3-oxo-3,4-dihydro-2H-1,4-benzoxazine). Isolated yield 45.1%. RXN SMILES: [CH2:1]([C@H:3]1[C:8](=[O:9])[NH:7][C:6]2[CH:10]=[CH:11][C:12]([C:14]([O:16][CH3:17])=[O:15])=[CH:13][C:5]=2[O:4]1)[CH3:2].[H-].[Na+].I[CH:21]([CH3:23])[CH3:22].O>CN(C)C=O.C(OCC)(=O)C>[CH2:1]([C@H:3]1[C:8](=[O:9])[N:7]([CH:21]([CH3:23])[CH3:22])[C:6]2[CH:10]=[CH:11][C:12]([C:14]([O:16][CH3:17])=[O:15])=[CH:13][C:5]=2[O:4]1)[CH3:2] |f:1.2|. Reported procedure: A solution of (S)-2-ethyl-7-methoxycarbonyl-3-oxo-3,4-dihydro-2H-1,4-benzoxazine (1.60 g) in dimethylformamide (50 ml) were added 60% sodium hydride (in oil) (0.27 g) and 2-iodopropane (1.38 g) and the mixture was stirred at 60° C. overnight. Water was added to the reaction solution and extraction with ethyl acetate was conducted. The solvent was distilled off under reduced pressure and the resulting residue was subjected to purification by column chromatography using ethyl acetate/hexane [1:4 (... Starting materials: C(C)(C)(C)OC(=O)NC=1SC(=C(N1)CN(C)OC)F (2-(tert-butoxycarbonylamino)-4-(N-methoxy-N-methyl-aminomethyl)-5-fluorothiazole), Cl (HCl). The solvent is O1CCOCC1 (1,4-dioxane). Reaction conditions: time 8 hour. Product: Cl.Cl.NC=1SC(=CN1)F (2-amino-5-fluorothiazole dihydrochloride salt). Yield: 100.0%. Reaction SMILES: C(OC([NH:8][C:9]1[S:10][C:11]([F:19])=[C:12](CN(OC)C)[N:13]=1)=O)(C)(C)C.[ClH:20]>O1CCOCC1>[ClH:20].[ClH:20].[NH2:8][C:9]1[S:10][C:11]([F:19])=[CH:12][N:13]=1 |f:3.4.5|. Procedure: A solution of 2-(tert-butoxycarbonylamino)-4-(N-methoxy-N-methyl-aminomethyl)-5-fluorothiazole (3.6 g, 12.4 mmol) in 1,4-dioxane (60 mL) was saturated with dry HCl gas and held overnight. The mixture was evaporated to dryness to leave the 2-amino-5-fluorothiazole dihydrochloride salt (3.3 g, 100% yield). The reactants are BrC1=CC=C(C=C1)C1CCC(N1C1=CC=C(C=C1)C(C)(C)C)C=1C=CC(=C(C1)NC(=O)[C@H]1N(CCC1)C([C@H](C(C)C)NC(OC)=O)=O)NCC1=C(C=C(C=C1)OC)OC (methyl (2S)-1-((2S)-2-(5-(5-(4-bromophenyl)-1-(4-tert-butylphenyl)pyrrolidin-2-yl)-2-(2,4-dimethoxybenzylamino)phenylcarbamoyl)pyrrolidin-1-yl)-3-methyl-1-oxobutan-2-ylcarbamate), FC(C(=O)O)(F)F (trifluoroacetic acid). Run in C(Cl)Cl (CH2Cl2). Run at time 10 minute. Product: NC1=C(C=C(C=C1)C1N(C(CC1)C1=CC=C(C=C1)Br)C1=CC=C(C=C1)C(C)(C)C)NC(=O)[C@H]1N(CCC1)C([C@H](C(C)C)NC(OC)=O)=O (methyl (2S)-1-((2S)-2-(2-amino-5-(5-(4-bromophenyl)-1-(4-tert-butylphenyl)pyrrolidin-2-yl)phenylcarbamoyl)pyrrolidin-1-yl)-3-methyl-1-oxobutan-2-ylcarbamate). As a reaction SMILES: [Br:1][C:2]1[CH:7]=[CH:6][C:5]([CH:8]2[N:12]([C:13]3[CH:18]=[CH:17][C:16]([C:19]([CH3:22])([CH3:21])[CH3:20])=[CH:15][CH:14]=3)[CH:11]([C:23]3[CH:24]=[CH:25][C:26]([NH:48]CC4C=CC(OC)=CC=4OC)=[C:27]([NH:29][C:30]([C@@H:32]4[CH2:36][CH2:35][CH2:34][N:33]4[C:37](=[O:47])[C@@H:38]([NH:42][C:43](=[O:46])[O:44][CH3:45])[CH:39]([CH3:41])[CH3:40])=[O:31])[CH:28]=3)[CH2:10][CH2:9]2)=[CH:4][CH:3]=1.FC(F)(F)C(O)=O>C(Cl)Cl>[NH2:48][C:26]1[CH:25]=[CH:24][C:23]([CH:11]2[CH2:10][CH2:9][CH:8]([C:5]3[CH:6]=[CH:7][C:2]([Br:1])=[CH:3][CH:4]=3)[N:12]2[C:13]2[CH:14]=[CH:15][C:16]([C:19]([CH3:21])([CH3:22])[CH3:20])=[CH:17][CH:18]=2)=[CH:28][C:27]=1[NH:29][C:30]([C@@H:32]1[CH2:36][CH2:35][CH2:34][N:33]1[C:37](=[O:47])[C@@H:38]([NH:42][C:43](=[O:46])[O:44][CH3:45])[CH:39]([CH3:41])[CH3:40])=[O:31]. Procedure details: The product from example 191G (0.65 g, 0.748 mmole) was dissolved in CH2Cl2 (10 mL) then added concentrated trifluoroacetic acid (2 mL, 26 mmole)) and the reaction mixture was stirred 10 minutes. The solvent was removed in vacuo and the residue was re-evaporated twice from CH2Cl2 and once from toluene. The residue was dissolved in EtOAc (100 mL) washed with 10% NaHCO3, dried over anhydrous Na2SO4(s), filtered and solvent removed in vacuo leaving a brown foamy material as the title compound as a ... Reactants: COC=1C=CC2=C(SC(=C2C(C2=CC=C(C=C2)O)=O)C2=CC=C(C=C2)OC)C1 (6-Methoxy-2-(4-methoxyphenyl)-3-(4-hydroxybenzoyl)benzo[b]thiophene), CCOC(=O)/N=N/C(=O)OCC (DEAD), N1(CCCCC1)[C@H]1[C@@H](CCCC1)O (trans-2-piperidinylcyclohexanol), C1(=CC=CC=C1)P(C1=CC=CC=C1)C1=CC=CC=C1 (triphenylphosphine). Yields the product COC=1C=CC2=C(SC(=C2C(C2=CC=C(C=C2)OC2C(CCCC2)N2CCCCC2)=O)C2=CC=C(C=C2)OC)C1 (6-Methoxy-2-(4-Methoxyphenyl)-3-(4-[2-Piperidin-1-ylcyclohexoxy]benzoyl)benzo[b]thiophene). The yield is 64.8%. RXN SMILES: [CH3:1][O:2][C:3]1[CH:4]=[CH:5][C:6]2[C:10]([C:11](=[O:19])[C:12]3[CH:17]=[CH:16][C:15]([OH:18])=[CH:14][CH:13]=3)=[C:9]([C:20]3[CH:25]=[CH:24][C:23]([O:26][CH3:27])=[CH:22][CH:21]=3)[S:8][C:7]=2[CH:28]=1.[N:29]1([C@@H:35]2[CH2:40][CH2:39][CH2:38][CH2:37][C@H:36]2O)[CH2:34][CH2:33][CH2:32][CH2:31][CH2:30]1.C1(P(C2C=CC=CC=2)C2C=CC=CC=2)C=CC=CC=1.CCOC(/N=N/C(OCC)=O)=O>>[CH3:1][O:2][C:3]1[CH:4]=[CH:5][C:6]2[C:10]([C:11](=[O:19])[C:12]3[CH:13]=[CH:14][C:15]([O:18][CH:36]4[CH2:37][CH2:38][CH2:39][CH2:40][CH:35]4[N:29]4[CH2:34][CH2:33][CH2:32][CH2:31][CH2:30]4)=[CH:16][CH:17]=3)=[C:9]([C:20]3[CH:25]=[CH:24][C:23]([O:26][CH3:27])=[CH:22][CH:21]=3)[S:8][C:7]=2[CH:28]=1. Reported procedure: 6-Methoxy-2-(4-methoxyphenyl)-3-(4-hydroxybenzoyl)benzo[b]thiophene (1.17 g, 3.00 mmol), trans-2-piperidinylcyclohexanol (1.10 g, 6.00 mmol), triphenylphosphine (1.57 g, 6.00 mmol), and DEAD (6.0 mmol) were converted to product by the procedure of Example 11 to give 1.08 g of the title compound. Yield: 65%. MS(FD) 555(M+). IR (CHCl3) ν max 3014, 2938, 2860, 1644, 1595, 1476, 1254, 1165.